From a dataset of the Open Reaction Database (ORD), a public repository of structured organic reaction records. describe an organic reaction: reactants, conditions, products, and yield Reactants: ClC1=CC2=C(N=C(S2)N2C[C@H](CC2)O)C=C1 ((S)-1-(6-chlorobenzo[d]thiazol-2-yl)pyrrolidin-3-ol), C(#N)C1=CC=C(C=C1)B(O)O (4-cyanophenylboronic acid), C1(CCCCC1)P(C1=C(C=CC=C1)C1=C(C=CC=C1OC)OC)C1CCCCC1 (2-dicyclohexylphosphino-2′,6′-dimethoxybiphenyl), P(=O)([O-])([O-])[O-].[K+].[K+].[K+] (potassium phosphate). The reagents and catalysts are C(C)(=O)[O-].[Pd+2].C(C)(=O)[O-] (palladium (II) acetate). Solvent: C1(=CC=CC=C1)C.C(C)(C)O (toluene isopropanol). Conditions: temperature 150 celsius. Yields the product O[C@@H]1CN(CC1)C=1SC2=C(N1)C=CC(=C2)C2=CC=C(C#N)C=C2 ((S)-4-(2-(3-hydroxypyrrolidin-1-yl)benzo[d]thiazol-6-yl)benzonitrile). As a reaction SMILES: Cl[C:2]1[CH:16]=[CH:15][C:5]2[N:6]=[C:7]([N:9]3[CH2:13][CH2:12][C@H:11]([OH:14])[CH2:10]3)[S:8][C:4]=2[CH:3]=1.[C:17]([C:19]1[CH:24]=[CH:23][C:22](B(O)O)=[CH:21][CH:20]=1)#[N:18].C1(P(C2CCCCC2)C2C=CC=CC=2C2C(OC)=CC=CC=2OC)CCCCC1.P([O-])([O-])([O-])=O.[K+].[K+].[K+]>C1(C)C=CC=CC=1.C(O)(C)C.C([O-])(=O)C.[Pd+2].C([O-])(=O)C>[OH:14][C@H:11]1[CH2:12][CH2:13][N:9]([C:7]2[S:8][C:4]3[CH:3]=[C:2]([C:22]4[CH:23]=[CH:24][C:19]([C:17]#[N:18])=[CH:20][CH:21]=4)[CH:16]=[CH:15][C:5]=3[N:6]=2)[CH2:10]1 |f:3.4.5.6,7.8,9.10.11|. Reported procedure: A mixture of (S)-1-(6-chlorobenzo[d]thiazol-2-yl)pyrrolidin-3-ol (Reference Example 13a, 0.2547 g, 1.0 mmol), 4-cyanophenylboronic acid (CAS #126747-14-6, 0.2204 g, 1.5 mmol), palladium (II) acetate (2.2 mg, 0.01 mmol), 2-dicyclohexylphosphino-2′,6′-dimethoxybiphenyl (CAS #657408-07-6, 0.0102 g, 0.025 mmol), and potassium phosphate (0.4246 g, 2.0 mmol) in toluene/isopropanol (2 mL/2 mL) was heated under microwave irradiation at 150° C. for 10 minutes. The reaction mixture was then cooled to room... Starting materials: CC(C)(C)[Si](C)(C)Oc1cccc2ccc(C=O)nc12, ClCCl, NN=c1cc(I)cc[nH]1. Yields the product CC(C)(C)[Si](C)(C)Oc1cccc2ccc(C=NN=c3cc(I)cc[nH]3)nc12. RXN SMILES: [C:1]([CH3:2])([CH3:3])([CH3:4])[Si:5]([O:6][c:7]1[cH:8][cH:9][cH:10][c:11]2[cH:12][cH:13][c:14]([CH:17]=[O:18])[n:15][c:16]12)([CH3:19])[CH3:20].[Cl:30][CH2:31][Cl:32].[I:21][c:22]1[cH:23][c:24](=[N:28][NH2:29])[nH:25][cH:26][cH:27]1>>[C:1]([CH3:2])([CH3:3])([CH3:4])[Si:5]([O:6][c:7]1[cH:8][cH:9][cH:10][c:11]2[cH:12][cH:13][c:14]([CH:17]=[N:29][N:28]=[c:24]3[cH:23][c:22]([I:21])[cH:27][cH:26][nH:25]3)[n:15][c:16]12)([CH3:19])[CH3:20].